This data is from the Open Reaction Database (ORD), a public repository of structured organic reaction records. The task is: describe an organic reaction: reactants, conditions, products, and yield The reactants are CC1=C(C=CC=C1)C1=CC2=C(N=C(N=C2)N)N(C1=N)C (6-(2-methylphenyl)-7-imino-8-methyl-7,8-dihydro-pyrido[2,3-d]pyrimidin-2-ylamine), Cl (HCl), O (water). Yields the product NC=1N=CC2=C(N1)N(C(C(=C2)C2=C(C=CC=C2)C)=O)C (2-amino-6-(2-methylphenyl)-8-methyl-pyrido[2,3-d]pyrimidin-7(8H)-one). As a reaction SMILES: [CH3:1][C:2]1[CH:7]=[CH:6][CH:5]=[CH:4][C:3]=1[C:8]1[C:18](=N)[N:17]([CH3:20])[C:11]2[N:12]=[C:13]([NH2:16])[N:14]=[CH:15][C:10]=2[CH:9]=1.Cl.[OH2:22]>>[NH2:16][C:13]1[N:14]=[CH:15][C:10]2[CH:9]=[C:8]([C:3]3[CH:4]=[CH:5][CH:6]=[CH:7][C:2]=3[CH3:1])[C:18](=[O:22])[N:17]([CH3:20])[C:11]=2[N:12]=1. Reported procedure: To a mixture of 6-(2-methylphenyl)-7-imino-8-methyl-7,8-dihydro-pyrido[2,3-d]pyrimidin-2-ylamine (0.30 g) from Example 8 and concentrated HCl (0.6 mL) was added water (11 mL). The reaction mixture was refluxed for 20 hours, then allowed to cool to room temperature. The white precipitate from the reaction mixture was filtered and washed with water. The product was dried in vacuo to give 0.21 g of 2-amino-6-(2-methylphenyl)-8-methyl-pyrido[2,3-d]pyrimidin-7(8H)-one; mp 239°-241° C. Reactants: CI, CC(C)(C)OC(=O)N1CCC(NC(=O)c2ccc(C(F)(F)F)cc2)C(c2ccc(Cl)c(Cl)c2)C1, [H-], [Na+], CN(C)C=O, O. Product: CN(C(=O)c1ccc(C(F)(F)F)cc1)C1CCN(C(=O)OC(C)(C)C)CC1c1ccc(Cl)c(Cl)c1. As a reaction SMILES: [CH3:37][I:38].[Cl:1][c:2]1[cH:3][c:4]([CH:9]2[CH2:10][N:11]([C:28](=[O:29])[O:30][C:31]([CH3:32])([CH3:33])[CH3:34])[CH2:12][CH2:13][CH:14]2[NH:15][C:16](=[O:17])[c:18]2[cH:19][cH:20][c:21]([C:24]([F:25])([F:26])[F:27])[cH:22][cH:23]2)[cH:5][cH:6][c:7]1[Cl:8].[H-:35].[Na+:36].[O:40]=[CH:41][N:42]([CH3:43])[CH3:44].[OH2:39]>>[Cl:1][c:2]1[cH:3][c:4]([CH:9]2[CH2:10][N:11]([C:28](=[O:29])[O:30][C:31]([CH3:32])([CH3:33])[CH3:34])[CH2:12][CH2:13][CH:14]2[N:15]([C:16](=[O:17])[c:18]2[cH:19][cH:20][c:21]([C:24]([F:25])([F:26])[F:27])[cH:22][cH:23]2)[CH3:37])[cH:5][cH:6][c:7]1[Cl:8]. Reactants: COC(=O)c1ccc(Sc2ccc(O)cc2)c([N+](=O)[O-])c1, CCO, CCOC(C)=O, [Cl-], [NH4+]. Yields the product COC(=O)c1ccc(Sc2ccc(O)cc2)c(N)c1. Reaction SMILES: [CH3:1][O:2][C:3]([c:4]1[cH:5][c:6]([N+:18]([O-:19])=[O:20])[c:7]([S:10][c:11]2[cH:12][cH:13][c:14]([OH:17])[cH:15][cH:16]2)[cH:8][cH:9]1)=[O:21].[CH3:24][CH2:25][OH:26].[CH3:27][CH2:28][O:29][C:30]([CH3:31])=[O:32].[Cl-:22].[NH4+:23]>>[CH3:1][O:2][C:3]([c:4]1[cH:5][c:6]([NH2:18])[c:7]([S:10][c:11]2[cH:12][cH:13][c:14]([OH:17])[cH:15][cH:16]2)[cH:8][cH:9]1)=[O:21]. Starting materials: CC(=O)NCC(=O)O, Cc1cc(C)cc(-c2[nH]c3ccc(N)cc3c2CCN(CCCCc2ccc([N+](=O)[O-])cc2)Cc2ccccc2)c1, CCN=C=NCCCN(C)C, Cl, On1nnc2ccccc21. RXN SMILES: [C:1]([CH3:2])(=[O:3])[NH:4][CH2:5][C:6](=[O:7])[OH:8].[CH2:31]([c:32]1[cH:33][cH:34][cH:35][cH:36][cH:37]1)[N:38]([CH2:39][CH2:40][c:41]1[c:42](-[c:51]2[cH:52][c:53]([CH3:58])[cH:54][c:55]([CH3:57])[cH:56]2)[nH:43][c:44]2[cH:45][cH:46][c:47]([NH2:50])[cH:48][c:49]12)[CH2:59][CH2:60][CH2:61][CH2:62][c:63]1[cH:64][cH:65][c:66]([N+:69](=[O:70])[O-:71])[cH:67][cH:68]1.[CH3:20][N:21]([CH3:22])[CH2:23][CH2:24][CH2:25][N:26]=[C:27]=[N:28][CH2:29][CH3:30].[ClH:19].[OH:9][n:10]1[c:11]2[cH:12][cH:13][cH:14][cH:15][c:16]2[n:17][n:18]1>>[C:1]([CH3:2])(=[O:3])[NH:4][CH2:5][C:6](=[O:8])[NH:50][c:47]1[cH:46][cH:45][c:44]2[nH:43][c:42](-[c:51]3[cH:52][c:53]([CH3:58])[cH:54][c:55]([CH3:57])[cH:56]3)[c:41]([CH2:40][CH2:39][N:38]([CH2:31][c:32]3[cH:33][cH:34][cH:35][cH:36][cH:37]3)[CH2:59][CH2:60][CH2:61][CH2:62][c:63]3[cH:64][cH:65][c:66]([N+:69](=[O:70])[O-:71])[cH:67][cH:68]3)[c:49]2[cH:48]1. Yields the product CC(=O)NCC(=O)Nc1ccc2[nH]c(-c3cc(C)cc(C)c3)c(CCN(CCCCc3ccc([N+](=O)[O-])cc3)Cc3ccccc3)c2c1. Reactants: [CH-]1C=CC=C1.[CH-]1C=CC=C1.[Rh+2] (rhodocene), CC(C)[Si](C#CC1=C2C=C3C=CC=CC3=CC2=C(C4=CC5=CC=CC=C5C=C41)C#C[Si](C(C)C)(C(C)C)C(C)C)(C(C)C)C(C)C (TIPS-pentacene), [CH-]1C=CC=C1.[CH-]1C=CC=C1.[Rh+2] (rhodocene). The solvent is ClC1=CC=CC=C1 (chlorobenzene), ClC1=CC=CC=C1 (chlorobenzene). Reaction conditions: time 2 hour. Yields the product [CH-]1C=CC=C1.[CH-]1C=CC=C1.[Rh+2].CC(C)[Si](C#CC1=C2C=C3C=CC=CC3=CC2=C(C4=CC5=CC=CC=C5C=C41)C#C[Si](C(C)C)(C(C)C)C(C)C)(C(C)C)C(C)C (rhodocene TIPS-pentacene). Reaction SMILES: [CH-:1]1[CH:5]=[CH:4][CH:3]=[CH:2]1.[CH-:6]1[CH:10]=[CH:9][CH:8]=[CH:7]1.[Rh+2:11].[CH3:12][CH:13]([Si:15]([CH:55]([CH3:57])[CH3:56])([CH:52]([CH3:54])[CH3:53])[C:16]#[C:17][C:18]1[C:39]2[C:30](=[CH:31][C:32]3[C:37]([CH:38]=2)=[CH:36][CH:35]=[CH:34][CH:33]=3)[C:29]([C:40]#[C:41][Si:42]([CH:49]([CH3:51])[CH3:50])([CH:46]([CH3:48])[CH3:47])[CH:43]([CH3:45])[CH3:44])=[C:28]2[C:19]=1[CH:20]=[C:21]1[C:26](=[CH:27]2)[CH:25]=[CH:24][CH:23]=[CH:22]1)[CH3:14]>ClC1C=CC=CC=1>[CH-:1]1[CH:5]=[CH:4][CH:3]=[CH:2]1.[CH-:6]1[CH:10]=[CH:9][CH:8]=[CH:7]1.[Rh+2:11].[CH3:48][CH:46]([Si:42]([CH:49]([CH3:51])[CH3:50])([CH:43]([CH3:45])[CH3:44])[C:41]#[C:40][C:29]1[C:28]2[C:19](=[CH:20][C:21]3[C:26]([CH:27]=2)=[CH:25][CH:24]=[CH:23][CH:22]=3)[C:18]([C:17]#[C:16][Si:15]([CH:52]([CH3:54])[CH3:53])([CH:13]([CH3:14])[CH3:12])[CH:55]([CH3:56])[CH3:57])=[C:39]2[C:30]=1[CH:31]=[C:32]1[C:37](=[CH:38]2)[CH:36]=[CH:35][CH:34]=[CH:33]1)[CH3:47] |f:0.1.2,5.6.7.8|. Procedure details: Film conductivity studies of rhodocene doped TIPS-pentacene were carried out as follows. 0.5 mg of rhodocene dimer and 11 mg TIPS-pentacene were mixed in 0.6 ml of chlorobenzene in an N2 glove box, and thoroughly stirred at room temperature for 2 hours to completely dissolve the materials, to produce a 5 wt % solution of the rhodocene/TIPS-pentacene in chlorobenzene. Quartz glass substrates patterned with inter-digitated Au electrodes with 150 [tin spacings (see description above]), The undoped ...